This data is from the Open Reaction Database (ORD), a public repository of structured organic reaction records. The task is: describe an organic reaction: reactants, conditions, products, and yield The reactants are CO, CCO, COC(=O)CN(C(=O)Cc1ccccc1)C(C)(C)c1ccccc1. Product: CC(C)(c1ccccc1)N1CC(O)=C(c2ccccc2)C1=O. As a reaction SMILES: [CH3:25][OH:26].[CH3:27][CH2:28][OH:29].[c:1]1([CH2:7][C:8](=[O:9])[N:10]([CH2:11][C:12](=[O:13])[O:14][CH3:15])[C:16]([c:17]2[cH:18][cH:19][cH:20][cH:21][cH:22]2)([CH3:23])[CH3:24])[cH:2][cH:3][cH:4][cH:5][cH:6]1>>[c:1]1([C:7]2=[C:12]([OH:13])[CH2:11][N:10]([C:16]([c:17]3[cH:18][cH:19][cH:20][cH:21][cH:22]3)([CH3:23])[CH3:24])[C:8]2=[O:9])[cH:2][cH:3][cH:4][cH:5][cH:6]1. The reactants are CN1C=2C(C(NC3=C1C=CC=C3)=O)=CSC2 (4,9-dihydro-4-methyl-10H-thieno[3,4-b][1,5]benzodiazepin-10-one), P12(=S)SP3(=S)SP(=S)(S1)SP(=S)(S2)S3 (phosphorus pentasulfide). Run in N1=CC=CC=C1 (pyridine). Run at time 18 hour. Product: CN1C=2C(C(NC3=C1C=CC=C3)=S)=CSC2 (4,9-Dihydro-4-methyl-10H-thieno[3,4-b][1,5]benzodiazepin-10-thione). Reaction SMILES: [CH3:1][N:2]1[C:8]2[CH:9]=[CH:10][CH:11]=[CH:12][C:7]=2[NH:6][C:5](=O)[C:4]2=[CH:14][S:15][CH:16]=[C:3]12.P12(SP3(SP(SP(S3)(S1)=S)(=S)S2)=S)=[S:18]>N1C=CC=CC=1>[CH3:1][N:2]1[C:8]2[CH:9]=[CH:10][CH:11]=[CH:12][C:7]=2[NH:6][C:5](=[S:18])[C:4]2=[CH:14][S:15][CH:16]=[C:3]12. Procedure: A mixture of 0.4 g. of 4,9-dihydro-4-methyl-10H-thieno[3,4-b][1,5]benzodiazepin-10-one and 0.5 g. of phosphorus pentasulfide in 5 ml. of dry pyridine is stirred and heated under reflux for 4 hours. The reaction mixture is concentrated to dryness and the residue is stirred with 10 ml. of 1N sodium carbonate solution for 18 hours. The precipitate is collected, washed with water and recrystallized from methanol to give gold crystals, m.p. 203°-204° C.